Dataset: the Open Reaction Database (ORD), a public repository of structured organic reaction records. Task: describe an organic reaction: reactants, conditions, products, and yield Yield: 33.8%. Procedure: 2,4-Dichloroquinazoline (3.0g 0.015 mol) was stirred in a mixture of water (60 ml), tetrahydrofuran (100 ml), o-methylbenzylamine (1.83 g, 0.015 mol) and sodium acetate (1.38 g, 0.017 mol) for a total of 16 hours. The reaction mixture was evaporated under reduced pressure and crystallised from ethanol to give 2-chloro-4-(2-methylbenzylamino)quinazoline (1.44 g, 30%), m.p. 215°-217°. Reactants: ClC1=NC2=CC=CC=C2C(=N1)Cl (2,4-Dichloroquinazoline), O1CCCC1 (tetrahydrofuran), CC1=C(CN)C=CC=C1 (o-methylbenzylamine), C(C)(=O)[O-].[Na+] (sodium acetate). Yields the product ClC1=NC2=CC=CC=C2C(=N1)NCC1=C(C=CC=C1)C (2-chloro-4-(2-methylbenzylamino)quinazoline). Reaction SMILES: [Cl:1][C:2]1[N:11]=[C:10](Cl)[C:9]2[C:4](=[CH:5][CH:6]=[CH:7][CH:8]=2)[N:3]=1.O1CCCC1.[CH3:18][C:19]1[CH:26]=[CH:25][CH:24]=[CH:23][C:20]=1[CH2:21][NH2:22].C([O-])(=O)C.[Na+]>O>[Cl:1][C:2]1[N:11]=[C:10]([NH:22][CH2:21][C:20]2[CH:23]=[CH:24][CH:25]=[CH:26][C:19]=2[CH3:18])[C:9]2[C:4](=[CH:5][CH:6]=[CH:7][CH:8]=2)[N:3]=1 |f:3.4|. Run in O (water). The product is Cc1c(C=O)n(C)c2ccccc12. The reactants are Cc1cn(C)c2ccccc12, [Na+], CN(C)C=O, [OH-], O, O=P(Cl)(Cl)Cl. As a reaction SMILES: [CH3:6][n:7]1[cH:8][c:9]([CH3:16])[c:10]2[cH:11][cH:12][cH:13][cH:14][c:15]12.[Na+:18].[O:19]=[CH:20][N:21]([CH3:22])[CH3:23].[OH-:17].[OH2:24].[P:1]([Cl:2])([Cl:3])([Cl:4])=[O:5]>>[CH3:6][n:7]1[c:8]([CH:20]=[O:19])[c:9]([CH3:16])[c:10]2[cH:11][cH:12][cH:13][cH:14][c:15]12. Starting materials: C(C)OC(=O)C1CN(C(C1)=O)C1=CC=C(C=C1)C(C)C (1-(4-isopropyl-phenyl)-5-oxo-pyrrolidine-3-carboxylic acid ethyl ester), [BH4-].[Na+] (Sodium borohydride). Solvent: C(C)O (ethanol). Reaction conditions: temperature 12.5 celsius, time 3.5 hour. Product: OCC1CC(N(C1)C1=CC=C(C=C1)C(C)C)=O (4-hydroxymethyl-1-(4-isopropyl-phenyl)-pyrrolidin-2-one), solid. Isolated yield 81.0%. As a reaction SMILES: C([O:3][C:4]([CH:6]1[CH2:10][C:9](=[O:11])[N:8]([C:12]2[CH:17]=[CH:16][C:15]([CH:18]([CH3:20])[CH3:19])=[CH:14][CH:13]=2)[CH2:7]1)=O)C.[BH4-].[Na+]>C(O)C>[OH:3][CH2:4][CH:6]1[CH2:7][N:8]([C:12]2[CH:17]=[CH:16][C:15]([CH:18]([CH3:19])[CH3:20])=[CH:14][CH:13]=2)[C:9](=[O:11])[CH2:10]1 |f:1.2|. Procedure details: A mixture of 1-(4-isopropyl-phenyl)-5-oxo-pyrrolidine-3-carboxylic acid ethyl ester obtained in step 2 (0.7 g, 2.65 mmol) and ethanol were cooled to 10-15° C. Sodium borohydride (0.25 g, 6.6 mmol) was added portion wise over a period of 20 min and the reaction mixture was stirred for 3.5 hrs at 20-25° C. The organic volatiles were evaporated and the residue was taken into brine solution (15 ml). The aqueous layer was extracted with ethyl acetate, dried over Na2SO4 and evaporated to obtain 4-hydr... Starting materials: Cc1nc(N)oc1-c1cccc2ccccc12, O=C1CCC(=O)N1Cl, ClCCl. Yields the product Nc1nc(CCl)c(-c2cccc3ccccc23)o1. Reaction SMILES: [CH3:1][c:2]1[n:3][c:4]([NH2:17])[o:5][c:6]1-[c:7]1[cH:8][cH:9][cH:10][c:11]2[cH:12][cH:13][cH:14][cH:15][c:16]12.[Cl:18][N:19]1[C:20](=[O:21])[CH2:22][CH2:23][C:24]1=[O:25].[Cl:26][CH2:27][Cl:28]>>[CH2:1]([c:2]1[n:3][c:4]([NH2:17])[o:5][c:6]1-[c:7]1[cH:8][cH:9][cH:10][c:11]2[cH:12][cH:13][cH:14][cH:15][c:16]12)[Cl:18]. Starting materials: [Br-], O=Cc1ccc(Br)cc1F, C[P+](c1ccccc1)(c1ccccc1)c1ccccc1, ClCCl, C1CCC2=NCCCN2CC1. Product: C=Cc1ccc(Br)cc1F. RXN SMILES: [Br-:25].[Br:1][c:2]1[cH:3][c:4]([F:10])[c:5]([CH:6]=[O:7])[cH:8][cH:9]1.[CH3:26][P+:27]([c:28]1[cH:29][cH:30][cH:31][cH:32][cH:33]1)([c:34]1[cH:35][cH:36][cH:37][cH:38][cH:39]1)[c:40]1[cH:41][cH:42][cH:43][cH:44][cH:45]1.[Cl:22][CH2:23][Cl:24].[N:11]12[CH2:12][CH2:21][CH2:20][CH2:19][CH2:18][C:17]1=[N:16][CH2:15][CH2:14][CH2:13]2>>[Br:1][c:2]1[cH:3][c:4]([F:10])[c:5]([CH:6]=[CH2:12])[cH:8][cH:9]1. Starting materials: C1=CC=CC=2C3C4=CC=CC=C4C(C12)(C3)C(=O)O (9,10-dihydro-9,10-methano-9-anthracenecarboxylic acid), S(=O)(Cl)Cl (thionyl chloride), N1CCC(C(=O)OCC)CC1 (ethyl isonipecotate). The reagents and catalysts are CN(C=O)C (N,N-dimethylformamide). Solvent: C1(=CC=CC=C1)C (toluene), C1(=CC=CC=C1)C (toluene). Reaction conditions: time 1 hour. Product: C1=CC=CC=2C3C4=CC=CC=C4C(C12)(C3)C(=O)N3CCC(CC3)C(=O)OCC (Ethyl 1-(9,10-dihydro-9,10-methanoanthracen-9-ylcarbonyl)-4-piperidine carboxylate). Yield: 92.2%. Reaction SMILES: [CH:1]1[C:14]2[C:13]3([C:16](O)=[O:17])[CH2:15][CH:6]([C:7]4[C:12]3=[CH:11][CH:10]=[CH:9][CH:8]=4)[C:5]=2[CH:4]=[CH:3][CH:2]=1.S(Cl)(Cl)=O.[NH:23]1[CH2:33][CH2:32][CH:26]([C:27]([O:29][CH2:30][CH3:31])=[O:28])[CH2:25][CH2:24]1>C1(C)C=CC=CC=1.CN(C)C=O>[CH:11]1[C:12]2[C:13]3([C:16]([N:23]4[CH2:24][CH2:25][CH:26]([C:27]([O:29][CH2:30][CH3:31])=[O:28])[CH2:32][CH2:33]4)=[O:17])[CH2:15][CH:6]([C:5]4[C:14]3=[CH:1][CH:2]=[CH:3][CH:4]=4)[C:7]=2[CH:8]=[CH:9][CH:10]=1. Procedure details: A solution of 9,10-dihydro-9,10-methano-9-anthracenecarboxylic acid (21.8 g, 92.4 mmol) in toluene (160 mL) was treated with thionyl chloride (11.7 g, 99 mmol) and N,N-dimethylformamide (0.1 g). The resulting solution was heated to reflux temperature for 2 h, then was cooled to room temperature. The mixture was then treated dropwise with a solution of ethyl isonipecotate (31.1 g, 198 mmol) in toluene (20 mL), using an ice/water bath to keep the reaction temperature <35° C. Upon complete addition...